The task is: describe an organic reaction: reactants, conditions, products, and yield. This data is from the Open Reaction Database (ORD), a public repository of structured organic reaction records. The product is ClC1=NC(=NC2=C(C=CC=C12)O)C (4-Chloro-8-hydroxy-2-methyl-quinazoline). As a reaction SMILES: [OH:1][C:2]1[CH:3]=[CH:4][CH:5]=[C:6]2[C:11]=1[N:10]=[C:9]([CH3:12])[NH:8][C:7]2=O.P(Cl)(Cl)([Cl:16])=O>>[Cl:16][C:7]1[C:6]2[C:11](=[C:2]([OH:1])[CH:3]=[CH:4][CH:5]=2)[N:10]=[C:9]([CH3:12])[N:8]=1. The reactants are OC=1C=CC=C2C(NC(=NC12)C)=O (8-Hydroxy-2-methyl-4(3H)-quinazolinone), P(=O)(Cl)(Cl)Cl (phosphorus oxychloride). Procedure details: 8-Hydroxy-2-methyl-4(3H)-quinazolinone (0.01 mol) and phosphorus oxychloride (10 mL) were heated under reflux for 30 min. The excess phosphorus oxychloride was removed under reduce pressure and the residue was added to a mixture of ice (50 g) and water (50 ml), and the pH adjusted to 6 (aqueous ammonia). 4-Chloro-8-hydroxy-2-methyl-quinazoline (A2) was isolated via filtration. The reactants are [N-]=C=O (isocyanate), COC=1C=C2CCNC2=CC1C(F)(F)F (5-methoxy-6-trifluoromethyl indoline), N1=CC(=CC=C1)C=1SC=C(N1)C(=O)N=[N+]=[N-] (2-(3-Pyridyl)-thiazole-4-carbonyl azide). Run in ClCCl (dichloromethane), C1(=CC=CC=C1)C (toluene). Product: N1=CC(=CC=C1)C=1SC=C(N1)NC(=O)N1CCC2=CC(=C(C=C12)C(F)(F)F)OC (1-[2-(3-Pyridyl)-thiazol-4-yl Carbamoyl]-5-methoxy-6-trifluoromethyl Indoline). Yield: 15.0%. RXN SMILES: [N:1]1[CH:6]=[CH:5][CH:4]=[C:3]([C:7]2[S:8][CH:9]=[C:10](C(N=[N+]=[N-])=O)[N:11]=2)[CH:2]=1.[N-:17]=[C:18]=[O:19].[CH3:20][O:21][C:22]1[CH:23]=[C:24]2[C:28](=[CH:29][C:30]=1[C:31]([F:34])([F:33])[F:32])[NH:27][CH2:26][CH2:25]2>C1(C)C=CC=CC=1.ClCCl>[N:1]1[CH:6]=[CH:5][CH:4]=[C:3]([C:7]2[S:8][CH:9]=[C:10]([NH:17][C:18]([N:27]3[C:28]4[C:24](=[CH:23][C:22]([O:21][CH3:20])=[C:30]([C:31]([F:33])([F:34])[F:32])[CH:29]=4)[CH2:25][CH2:26]3)=[O:19])[N:11]=2)[CH:2]=1. Reported procedure: A solution of acyl azide D15) (370 mg, 1.6 mmol) in toluene (5 ml) was heated to reflux for 0.25 h. After cooling to room temperature, the solution of the isocyanate was added to a solution of 5-methoxy-6-trifluoromethyl indoline (0.35 g, 1.6 mmol) in dichloromethane (10 ml). Filtration and drying afforded the title compound as a white solid (100 mg, 15%), m.p.>200° C. Starting materials: O=Cc1ccc2c(c1)OCO2, CC(=O)O, CO, Nc1n[nH]c2ncnc(Nc3cccc(Cl)c3)c12. Product: Clc1cccc(Nc2ncnc3[nH]nc(NCc4ccc5c(c4)OCO5)c23)c1. As a reaction SMILES: [CH2:23]1[O:24][c:25]2[cH:26][c:27]([CH:28]=[O:29])[cH:30][cH:31][c:32]2[O:33]1.[CH3:19][C:20](=[O:21])[OH:22].[CH3:34][OH:35].[NH2:1][c:2]1[n:3][nH:4][c:5]2[n:6][cH:7][n:8][c:9]([NH:11][c:12]3[cH:13][c:14]([Cl:18])[cH:15][cH:16][cH:17]3)[c:10]12>>[NH:1]([c:2]1[n:3][nH:4][c:5]2[n:6][cH:7][n:8][c:9]([NH:11][c:12]3[cH:13][c:14]([Cl:18])[cH:15][cH:16][cH:17]3)[c:10]12)[CH2:28][c:27]1[cH:26][c:25]2[c:32]([cH:31][cH:30]1)[O:33][CH2:23][O:24]2. The reactants are CC(C)N(Cc1ccccc1)CC1CO1, Cc1cc(O)ccc1S(C)(=O)=O, CCO, Cc1ccc(S(C)(=O)=O)c(OCC(O)CNC(C)C)c1, [Na]. The product is Cc1ccc(S(C)(=O)=O)c(OCC(O)CN(Cc2ccccc2)C(C)C)c1. RXN SMILES: [CH2:21]([c:22]1[cH:23][cH:24][cH:25][cH:26][cH:27]1)[N:28]([CH:29]([CH3:30])[CH3:31])[CH2:32][CH:33]1[O:34][CH2:35]1.[CH3:37][S:38]([c:39]1[c:40]([CH3:41])[cH:42][c:43]([OH:44])[cH:45][cH:46]1)(=[O:47])=[O:48].[CH3:49][CH2:50][OH:51].[CH:1]([CH3:2])([CH3:3])[NH:4][CH2:5][CH:6]([CH2:7][O:8][c:9]1[cH:10][c:11]([CH3:19])[cH:12][cH:13][c:14]1[S:15](=[O:16])(=[O:17])[CH3:18])[OH:20].[Na:36]>>[CH:1]([CH3:2])([CH3:3])[N:4]([CH2:5][CH:6]([CH2:7][O:8][c:9]1[cH:10][c:11]([CH3:19])[cH:12][cH:13][c:14]1[S:15](=[O:16])(=[O:17])[CH3:18])[OH:20])[CH2:21][c:22]1[cH:23][cH:24][cH:25][cH:26][cH:27]1. Starting materials: COC(=O)c1cc(Nc2cc(C)[nH]n2)nc(N2CCCC2c2cc(-c3ccccn3)no2)n1, CO, N. Product: Cc1cc(Nc2cc(C(N)=O)nc(N3CCCC3c3cc(-c4ccccn4)no3)n2)n[nH]1. As a reaction SMILES: [CH3:1][O:2][C:3](=[O:4])[c:5]1[cH:6][c:7]([NH:27][c:28]2[n:29][nH:30][c:31]([CH3:33])[cH:32]2)[n:8][c:9]([N:11]2[CH:12]([c:16]3[cH:17][c:18](-[c:21]4[n:22][cH:23][cH:24][cH:25][cH:26]4)[n:19][o:20]3)[CH2:13][CH2:14][CH2:15]2)[n:10]1.[CH3:35][OH:36].[NH3:34]>>[O:2]=[C:3]([c:5]1[cH:6][c:7]([NH:27][c:28]2[n:29][nH:30][c:31]([CH3:33])[cH:32]2)[n:8][c:9]([N:11]2[CH:12]([c:16]3[cH:17][c:18](-[c:21]4[n:22][cH:23][cH:24][cH:25][cH:26]4)[n:19][o:20]3)[CH2:13][CH2:14][CH2:15]2)[n:10]1)[NH2:34]. The reactants are NC1=C(C(=O)O)C=CC=C1 (2-aminobenzoic acid), C([O-])([O-])=O.[Na+].[Na+] (sodium carbonate), [N+](=O)([O-])C1=C(C=CC(=C1)[N+](=O)[O-])F (2,4-dinitrofluorobenzene). Run in O (water), O (water). Reaction conditions: time 2 hour. Product: [N+](=O)([O-])C1=C(C=CC(=C1)[N+](=O)[O-])NC1=C(C(=O)O)C=CC=C1 (2-(2,4-dinitrophenyl)aminobenzoic acid). Yield: 92.3%. RXN SMILES: [NH2:1][C:2]1[CH:10]=[CH:9][CH:8]=[CH:7][C:3]=1[C:4]([OH:6])=[O:5].C(=O)([O-])[O-].[Na+].[Na+].[N+:17]([C:20]1[CH:25]=[C:24]([N+:26]([O-:28])=[O:27])[CH:23]=[CH:22][C:21]=1F)([O-:19])=[O:18]>O>[N+:17]([C:20]1[CH:25]=[C:24]([N+:26]([O-:28])=[O:27])[CH:23]=[CH:22][C:21]=1[NH:1][C:2]1[CH:10]=[CH:9][CH:8]=[CH:7][C:3]=1[C:4]([OH:6])=[O:5])([O-:19])=[O:18] |f:1.2.3|. Procedure details: At a bath temperature of 40° C., 1.37 g (10 mmol) of 2-aminobenzoic acid and 2 g (18.7 mmol) of sodium carbonate in 40 ml of water are combined under vigorous stirring with 1.86 g (10 mmol) of 2,4-dinitrofluorobenzene and agitated for 2 hours. The batch is diluted with about 400 ml of water and precipitated with 4N HCl. The product is suctioned off, washed with water, and dried, thus obtaining 2.8 g of 2-(2,4-dinitrophenyl)aminobenzoic acid, mp: 266-270° C. The reactants are C(C)OCC (diethyl ether), C[O-].[Na+] (sodium methanolate), COC=1C=C2C(=CNC2=CC1)CC#N ((5-methoxy-1H-indol-3-yl)-acetonitrile), CN1N=CC(=C1)C=O (1-methyl-1H-pyrazole-4-carbaldehyde), compound ( 51 ). The solvent is C(C)O (ethanol). Run at temperature 50 celsius. Yields the product COC=1C=C2C(=CNC2=CC1)/C(/C#N)=C/C1=NN(C=C1)C ((Z)-2-(5-methoxy-1H-indol-3-yl)-3-(1-methyl-1H-pyrazol-3-yl)-acrylonitrile). Reaction SMILES: C[O-].[Na+].[CH3:4][O:5][C:6]1[CH:7]=[C:8]2[C:12](=[CH:13][CH:14]=1)[NH:11][CH:10]=[C:9]2[CH2:15][C:16]#[N:17].[CH3:18][N:19]1[CH:23]=[C:22](C=O)[CH:21]=[N:20]1.[CH2:26](OCC)C>C(O)C>[CH3:4][O:5][C:6]1[CH:7]=[C:8]2[C:12](=[CH:13][CH:14]=1)[NH:11][CH:10]=[C:9]2/[C:15](=[CH:26]/[C:21]1[CH:22]=[CH:23][N:19]([CH3:18])[N:20]=1)/[C:16]#[N:17] |f:0.1|. Procedure: To a solution of sodium methanolate (204 mg, 3.8 mmol, 1.4 eq.) in anhydrous ethanol (30 mL) were added, under an argon atmosphere, (5-methoxy-1H-indol-3-yl)-acetonitrile (500 mg, 2.7 mmol, 1.0 eq.) and, after 30 minutes stirring, 1-methyl-1H-pyrazole-4-carbaldehyde (326 mg, 3.0 mmol, 1.1 eq.). The reaction apparatus was protected from light and the mixture heated at 50° C. for 18 hours. The reaction was allowed to cool to room temperature and then, the solvent was removed under reduced pressure... The solvent is O (water), C(C)(=O)O (acetic acid). RXN SMILES: [C:1](C1C=CC(C2C=CC(F)=CC=2F)=C(F)C=1)(=O)[CH3:2].[S].N1CCOCC1.S(=O)(=O)(O)O.[F:31][C:32]1[CH:37]=[C:36]([CH2:38][C:39]([OH:41])=[O:40])[CH:35]=[CH:34][C:33]=1[C:42]1[CH:47]=[CH:46][C:45]([F:48])=[CH:44][C:43]=1[F:49]>O.C(O)(=O)C>[F:31][C:32]1[CH:37]=[C:36]([CH2:38][C:39]([O:41][CH2:1][CH3:2])=[O:40])[CH:35]=[CH:34][C:33]=1[C:42]1[CH:47]=[CH:46][C:45]([F:48])=[CH:44][C:43]=1[F:49] |^3:18|. Procedure: A mixture of 4-acetyl-2,2',4'-trifluorobiphenyl (4.4 g., 17.6 m.moles), sulphur (1 g.) and morpholine (5 ml.) was stirred under reflux for 16 hours to give the thiomorpholide. After cooling, and the addition of acetic acid (glacial, 25 ml.), concentrated sulphuric acid (4 ml.) and water (10 ml.) the mixture was stirred and refluxed for 24 hours. Ice-water was added to precipitate a crude solid. This was taken up in ether and back-extracted with aqueous potassium carbonate. The extracts were wash... Yields the product FC1=C(C=CC(=C1)CC(=O)OCC)C1=C(C=C(C=C1)F)F (ethyl 2,2',4'-trifluoro-4-biphenylylacetate). The reactants are alcohol, S(O)(O)(=O)=O (sulphuric acid), C(C)(=O)C1=CC(=C(C=C1)C1=C(C=C(C=C1)F)F)F (4-acetyl-2,2',4'-trifluorobiphenyl), [S] (sulphur), N1CCOCC1 (morpholine), Ice water, S(O)(O)(=O)=O (sulphuric acid), FC1=C(C=CC(=C1)CC(=O)O)C1=C(C=C(C=C1)F)F (2,2',4'-trifluoro-4-biphenylylacetic acid). Starting materials: Cn1cc(Br)cc(Nc2ccc(C(=O)N3CCOCC3)cn2)c1=O, CC(C)(C)c1ccc2c(=O)c(-c3cccc(B4OC(C)(C)C(C)(C)O4)c3)c[nH]c2c1, COCCOC, [Na+], [Na+], O=C([O-])[O-], O, c1ccc(P(c2ccccc2)(c2ccccc2)[Pd](P(c2ccccc2)(c2ccccc2)c2ccccc2)(P(c2ccccc2)(c2ccccc2)c2ccccc2)P(c2ccccc2)(c2ccccc2)c2ccccc2)cc1. The product is Cn1cc(-c2cccc(-c3c[nH]c4cc(C(C)(C)C)ccc4c3=O)c2)cc(Nc2ccc(C(=O)N3CCOCC3)cn2)c1=O. Reaction SMILES: [Br:1][c:2]1[cH:3][c:4]([NH:10][c:11]2[n:12][cH:13][c:14]([C:17](=[O:18])[N:19]3[CH2:20][CH2:21][O:22][CH2:23][CH2:24]3)[cH:15][cH:16]2)[c:5](=[O:9])[n:6]([CH3:8])[cH:7]1.[C:25]([CH3:26])([CH3:27])([CH3:28])[c:29]1[cH:30][cH:31][c:32]2[c:33](=[O:54])[c:34](-[c:39]3[cH:40][c:41]([B:45]4[O:46][C:47]([CH3:48])([CH3:49])[C:50]([CH3:51])([CH3:52])[O:53]4)[cH:42][cH:43][cH:44]3)[cH:35][nH:36][c:37]2[cH:38]1.[CH3:61][O:62][CH2:63][CH2:64][O:65][CH3:66].[Na+:55].[Na+:56].[O-:57][C:58](=[O:59])[O-:60].[OH2:67].[cH:68]1[cH:69][cH:70][c:71]([P:72]([Pd:73]([P:74]([c:75]2[cH:76][cH:77][cH:78][cH:79][cH:80]2)([c:81]2[cH:82][cH:83][cH:84][cH:85][cH:86]2)[c:87]2[cH:88][cH:89][cH:90][cH:91][cH:92]2)([P:93]([c:94]2[cH:95][cH:96][cH:97][cH:98][cH:99]2)([c:100]2[cH:101][cH:102][cH:103][cH:104][cH:105]2)[c:106]2[cH:107][cH:108][cH:109][cH:110][cH:111]2)[P:112]([c:113]2[cH:114][cH:115][cH:116][cH:117][cH:118]2)([c:119]2[cH:120][cH:121][cH:122][cH:123][cH:124]2)[c:125]2[cH:126][cH:127][cH:128][cH:129][cH:130]2)([c:131]2[cH:132][cH:133][cH:134][cH:135][cH:136]2)[c:137]2[cH:138][cH:139][cH:140][cH:141][cH:142]2)[cH:143][cH:144]1>>[c:2]1(-[c:41]2[cH:40][c:39](-[c:34]3[c:33](=[O:54])[c:32]4[cH:31][cH:30][c:29]([C:25]([CH3:26])([CH3:27])[CH3:28])[cH:38][c:37]4[nH:36][cH:35]3)[cH:44][cH:43][cH:42]2)[cH:3][c:4]([NH:10][c:11]2[n:12][cH:13][c:14]([C:17](=[O:18])[N:19]3[CH2:20][CH2:21][O:22][CH2:23][CH2:24]3)[cH:15][cH:16]2)[c:5](=[O:9])[n:6]([CH3:8])[cH:7]1. Reactants: C[C@H]1[C@@H]([C@H]([C@H]([C@@H](O1)O[C@@H]2[C@H]([C@@H]([C@H](O[C@H]2OC=3C=C(C4=C(C3)O[C@@H](CC4=O)C=5C=CC(=C(C5)O)OC)O)CO)O)O)O)O)O (neohesperidin), [H][H] (hydrogen). Procedure details: 18.9 g (0.030 mol) of neohesperidin are dissolved in 90 ml of 2-N sodium hydroxide and treated with 1.2 g of Raney-nickel. The mixture is hydrogenated under normal pressure for 15 hours. The hydrogen uptake corresponds to 30 mmol. The solution is filtered and adjusted to pH 6 with 36 ml of 5-N hydrochloric acid while cooling with ice and stirring. The resulting clear yellow solution is left in a refrigerator for 48 hours and then filtered under suction. The white residue is washed with cold wate... RXN SMILES: [CH3:1][C@@H:2]1[O:7][C@@H:6]([O:8][C@H:9]2[C@H:14]([O:15][C:16]3[CH:17]=[C:18]([OH:36])[C:19]4[C:25](=[O:26])[CH2:24][C@@H:23]([C:27]5[CH:28]=[CH:29][C:30]([O:34][CH3:35])=[C:31]([OH:33])[CH:32]=5)[O:22][C:20]=4[CH:21]=3)[O:13][C@H:12]([CH2:37][OH:38])[C@@H:11]([OH:39])[C@@H:10]2[OH:40])[C@H:5]([OH:41])[C@H:4]([OH:42])[C@H:3]1[OH:43].[H][H]>[OH-].[Na+].[Ni]>[CH3:1][C@@H:2]1[O:7][C@@H:6]([O:8][C@H:9]2[C@H:14]([O:15][C:16]3[CH:17]=[C:18]([OH:36])[C:19]([C:25]([CH2:24][CH2:23][C:27]4[CH:28]=[CH:29][C:30]([O:34][CH3:35])=[C:31]([OH:33])[CH:32]=4)=[O:26])=[C:20]([OH:22])[CH:21]=3)[O:13][C@H:12]([CH2:37][OH:38])[C@@H:11]([OH:39])[C@@H:10]2[OH:40])[C@H:5]([OH:41])[C@H:4]([OH:42])[C@H:3]1[OH:43] |f:2.3|. Conditions: time 15 hour. The product is C[C@H]1[C@@H]([C@H]([C@H]([C@@H](O1)O[C@@H]2[C@H]([C@@H]([C@H](O[C@H]2OC=3C=C(C(=C(C3)O)C(=O)CCC=4C=CC(=C(C4)O)OC)O)CO)O)O)O)O)O (neohesperidin dihydrochalcone). The solvent is 2-N, [OH-].[Na+] (sodium hydroxide). Yield: 94.7%. Reagents/catalysts: [Ni] (Raney-nickel).